From a dataset of the Open Reaction Database (ORD), a public repository of structured organic reaction records. describe an organic reaction: reactants, conditions, products, and yield Reactants: CCOC(C)=O, Cc1ncc(C(C)N=[N+]=[N-])cn1. Product: Cc1ncc(C(C)N)cn1. As a reaction SMILES: [CH3:13][CH2:14][O:15][C:16](=[O:17])[CH3:18].[N:1](=[N+:2]=[N-:3])[CH:4]([CH3:5])[c:6]1[cH:7][n:8][c:9]([CH3:12])[n:10][cH:11]1>>[NH2:1][CH:4]([CH3:5])[c:6]1[cH:7][n:8][c:9]([CH3:12])[n:10][cH:11]1. Reactants: C1(CCCC1)N(C(=O)NC=1SC=CN1)C1CCCC1 (1,1-dicyclopentyl-3-thiazol-2-yl-urea), NC=1SC=C(N1)CC(=O)OCC (ethyl 2-amino-4-thiazole acetate), C1(CCCCC1)NC1CCCCC1 (dicyclohexylamine), C(=O)(N1C=NC=C1)N1C=NC=C1 (carbonyldiimidazole). The product is C(C)OC(CC=1N=C(SC1)NC(=O)N(C1CCCCC1)C1CCCCC1)=O ([2-(3,3-Dicyclohexyl-ureido)-thiazol-4-yl]-acetic acid ethyl ester). As a reaction SMILES: C1(N(C2CCCC2)[C:7]([NH:9][C:10]2[S:11][CH:12]=[CH:13][N:14]=2)=[O:8])CCCC1.[CH:20]1([NH:26][CH:27]2[CH2:32][CH2:31][CH2:30][CH2:29][CH2:28]2)[CH2:25][CH2:24][CH2:23][CH2:22][CH2:21]1.C(N1C=CN=C1)(N1C=CN=C1)=O.NC1SC=C([CH2:51][C:52]([O:54][CH2:55][CH3:56])=[O:53])N=1>>[CH2:55]([O:54][C:52](=[O:53])[CH2:51][C:13]1[N:14]=[C:10]([NH:9][C:7]([N:26]([CH:20]2[CH2:21][CH2:22][CH2:23][CH2:24][CH2:25]2)[CH:27]2[CH2:28][CH2:29][CH2:30][CH2:31][CH2:32]2)=[O:8])[S:11][CH:12]=1)[CH3:56]. Reported procedure: [2-(3,3-Dicyclohexyl-ureido)-thiazol-4-yl]-acetic acid ethyl ester was prepared in an similar manner to the synthesis of 1,1-dicyclopentyl-3-thiazol-2-yl-urea, using dicyclohexylamine, carbonyldiimidazole and ethyl 2-amino-4-thiazole acetate. Starting materials: C(N)(OC(C)(C)C)=O (t-Butyl carbamate), COC(=O)C1=CC=C(C=C1)[C@H](C)NC(=O)[C@@H]1N(CCC1)C(=O)OC(C)(C)C ((R)-tert-butyl 2-(((S)-1-(4-(methoxycarbonyl)phenyl)ethyl)carbamoyl)pyrrolidine-1-carboxylate). The product is N1[C@H](CCC1)C(=O)N[C@@H](C)C1=CC=C(C(=O)OC)C=C1 (methyl 4-((S)-1-((R)-pyrrolidine-2-carboxamido)ethyl)benzoate). Yield: 91.9%. Reaction SMILES: C(=O)(OC(C)(C)C)N.[CH3:9][O:10][C:11]([C:13]1[CH:18]=[CH:17][C:16]([C@@H:19]([NH:21][C:22]([C@H:24]2[CH2:28][CH2:27][CH2:26][N:25]2C(OC(C)(C)C)=O)=[O:23])[CH3:20])=[CH:15][CH:14]=1)=[O:12]>>[NH:25]1[CH2:26][CH2:27][CH2:28][C@@H:24]1[C:22]([NH:21][C@H:19]([C:16]1[CH:15]=[CH:14][C:13]([C:11]([O:10][CH3:9])=[O:12])=[CH:18][CH:17]=1)[CH3:20])=[O:23]. Procedure details: The title compound (D14) (550 mg) was prepared according to the general procedure for t-Butyl carbamate (Boc) cleavage starting from (R)-tert-butyl 2-(((S)-1-(4-(methoxycarbonyl)phenyl)ethyl)carbamoyl)pyrrolidine-1-carboxylate (D7) (815 mg) Reactants: C(#N)C=1C=C2C(CC3(CCN(CC3)C(=O)OC(C)(C)C)OC2=CC1)=O (tert-butyl 6-cyano-4-oxospiro[chroman-2,4′-piperidine]-1′-carboxylate), [BH4-].[Na+] (NaBH4), [NH4+].[Cl-] (NH4Cl). The solvent is CCO.C1CCOC1 (EtOH THF). Reaction conditions: time 1 hour. The product is C(#N)C=1C=C2C(CC3(CCN(CC3)C(=O)OC(C)(C)C)OC2=CC1)O (tert-Butyl 6-cyano-4-hydroxy-spiro[chroman-2,4′-piperidine]-1′-carboxylate). As a reaction SMILES: [C:1]([C:3]1[CH:4]=[C:5]2[C:22](=[CH:23][CH:24]=1)[O:21][C:8]1([CH2:13][CH2:12][N:11]([C:14]([O:16][C:17]([CH3:20])([CH3:19])[CH3:18])=[O:15])[CH2:10][CH2:9]1)[CH2:7][C:6]2=[O:25])#[N:2].[BH4-].[Na+].[NH4+].[Cl-]>CCO.C1COCC1>[C:1]([C:3]1[CH:4]=[C:5]2[C:22](=[CH:23][CH:24]=1)[O:21][C:8]1([CH2:13][CH2:12][N:11]([C:14]([O:16][C:17]([CH3:20])([CH3:19])[CH3:18])=[O:15])[CH2:10][CH2:9]1)[CH2:7][CH:6]2[OH:25])#[N:2] |f:1.2,3.4,5.6|. Procedure details: To a solution of 15 g of tert-butyl 6-cyano-4-oxospiro[chroman-2,4′-piperidine]-1′-carboxylate in 250 mL of EtOH-THF(1:4) at 0° C. was added NaBH4 portionwise, and the reaction mixture was allowed to warm up to rt. After stirring for 1 h, NH4Cl aqueous was added to the reaction mixture and the aqueous mixture was extracted with AcOEt twice. The combined organic layers were washed with brine, dried over Na2SO4, filtered, and concentrated in reduced pressure to give the intended compound as a pale...